This data is from the Open Reaction Database (ORD), a public repository of structured organic reaction records. The task is: describe an organic reaction: reactants, conditions, products, and yield Reactants: O=C(Cl)c1ccccc1, O=C([O-])[O-], ClCCl, [K+], [K+], Nc1ccc2oc(-c3ccc4c(c3)OCO4)c(O)c(=O)c2c1. The product is O=C(Nc1ccc2oc(-c3ccc4c(c3)OCO4)c(O)c(=O)c2c1)c1ccccc1. RXN SMILES: [C:23]([c:24]1[cH:25][cH:26][cH:27][cH:28][cH:29]1)(=[O:30])[Cl:31].[C:32](=[O:33])([O-:34])[O-:35].[CH2:38]([Cl:39])[Cl:40].[K+:36].[K+:37].[NH2:1][c:2]1[cH:3][c:4]2[c:5](=[O:22])[c:6]([OH:21])[c:7](-[c:12]3[cH:13][c:14]4[c:15]([cH:19][cH:20]3)[O:16][CH2:17][O:18]4)[o:8][c:9]2[cH:10][cH:11]1>>[NH:1]([c:2]1[cH:3][c:4]2[c:5](=[O:22])[c:6]([OH:21])[c:7](-[c:12]3[cH:13][c:14]4[c:15]([cH:19][cH:20]3)[O:16][CH2:17][O:18]4)[o:8][c:9]2[cH:10][cH:11]1)[C:23]([c:24]1[cH:25][cH:26][cH:27][cH:28][cH:29]1)=[O:30]. Starting materials: O=C([O-])O, COS(=O)(=O)OC, CC(C)=O, [Na+], Cc1c(Cl)cccc1C1C(C(=O)Nc2ccc(-c3nnn[nH]3)cc2)NC(CC(C)(C)C)C1(C#N)c1ccc(Cl)cc1F. The product is Cc1c(Cl)cccc1C1C(C(=O)Nc2ccc(-c3nnnn3C)cc2)NC(CC(C)(C)C)C1(C#N)c1ccc(Cl)cc1F. As a reaction SMILES: [C:43](=[O:44])([OH:45])[O-:46].[CH3:48][O:49][S:50]([O:51][CH3:52])(=[O:53])=[O:54].[CH3:55][C:56](=[O:57])[CH3:58].[Na+:47].[nH:1]1[n:2][n:3][n:4][c:5]1-[c:6]1[cH:7][cH:8][c:9]([NH:12][C:13](=[O:14])[CH:15]2[NH:16][CH:17]([CH2:38][C:39]([CH3:40])([CH3:41])[CH3:42])[C:18]([C:28]#[N:29])([c:30]3[c:31]([F:37])[cH:32][c:33]([Cl:36])[cH:34][cH:35]3)[CH:19]2[c:20]2[c:21]([CH3:27])[c:22]([Cl:26])[cH:23][cH:24][cH:25]2)[cH:10][cH:11]1>>[n:1]1[n:2][n:3][n:4]([CH3:43])[c:5]1-[c:6]1[cH:7][cH:8][c:9]([NH:12][C:13](=[O:14])[CH:15]2[NH:16][CH:17]([CH2:38][C:39]([CH3:40])([CH3:41])[CH3:42])[C:18]([C:28]#[N:29])([c:30]3[c:31]([F:37])[cH:32][c:33]([Cl:36])[cH:34][cH:35]3)[CH:19]2[c:20]2[c:21]([CH3:27])[c:22]([Cl:26])[cH:23][cH:24][cH:25]2)[cH:10][cH:11]1. Starting materials: BrC1=NC(=CC=C1OCC1=CC=CC=C1)CO (2-bromo-3-benzyloxy-6-hydroxymethylpyridine), C(C)(=O)[O-].[K+] (potassium acetate), C(C=C)(=O)OC (methyl acrylate). The reagents and catalysts are [I-].C(CCC)[N+](CCCC)(CCCC)CCCC (tetra-n-butylammonium iodide), Cl[Pd]([P](C1=CC=CC=C1)(C2=CC=CC=C2)C3=CC=CC=C3)([P](C4=CC=CC=C4)(C5=CC=CC=C5)C6=CC=CC=C6)Cl (bis(triphenyl-phosphine)palladium dichloride). The solvent is O (water), CN(C)C=O (DMF), O (water). Conditions: temperature 120 celsius. The product is C(C1=CC=CC=C1)OC=1C(=NC(=CC1)CO)C(C(=O)OC)=C (Methyl (3-benzyloxy-6-hydroxymethylpyridin-2-yl)propenoate). Yield: 84.1%. RXN SMILES: Br[C:2]1[C:7]([O:8][CH2:9][C:10]2[CH:15]=[CH:14][CH:13]=[CH:12][CH:11]=2)=[CH:6][CH:5]=[C:4]([CH2:16][OH:17])[N:3]=1.C([O-])(=O)C.[K+].[C:23]([O:27][CH3:28])(=[O:26])[CH:24]=[CH2:25]>CN(C=O)C.O.[I-].C([N+](CCCC)(CCCC)CCCC)CCC.Cl[Pd](Cl)([P](C1C=CC=CC=1)(C1C=CC=CC=1)C1C=CC=CC=1)[P](C1C=CC=CC=1)(C1C=CC=CC=1)C1C=CC=CC=1>[CH2:9]([O:8][C:7]1[C:2]([C:24](=[CH2:25])[C:23]([O:27][CH3:28])=[O:26])=[N:3][C:4]([CH2:16][OH:17])=[CH:5][CH:6]=1)[C:10]1[CH:15]=[CH:14][CH:13]=[CH:12][CH:11]=1 |f:1.2,6.7,^1:55,74|. Reported procedure: To a solution of 2-bromo-3-benzyloxy-6-hydroxymethylpyridine (2.94 g, 10 mmol) in DMF (19 ml) and water (1 ml) were added potassium acetate (2.45 g, 10.0 mmol), tetra-n-butylammonium iodide (3.69 g. 10.0 mmol), bis(triphenyl-phosphine)palladium dichloride (281 mg, 0.4 mmol) and methyl acrylate (2.70 ml. 2.58 g, 30 mmol). The mixture was placed under nitrogen and stirred and heated at 120° C. for 5 h. The mixture was cooled and added to water (180 ml). The product was extracted into ethyl acetate...